This data is from the Open Reaction Database (ORD), a public repository of structured organic reaction records. The task is: describe an organic reaction: reactants, conditions, products, and yield Starting materials: [Ag+], CCO, Cn1c(C=O)nc2c(N3CCOCC3)nc(-n3c(C4CC4)nc4ccccc43)nc21, O=[N+]([O-])[O-], [Na+], [OH-], O. Product: Cn1c(C(=O)O)nc2c(N3CCOCC3)nc(-n3c(C4CC4)nc4ccccc43)nc21. RXN SMILES: [Ag+:41].[CH3:33][CH2:34][OH:35].[CH:1]1([c:4]2[n:5][c:6]3[c:7]([n:8]2-[c:9]2[n:10][c:11]([N:21]4[CH2:22][CH2:23][O:24][CH2:25][CH2:26]4)[c:12]4[n:13][c:14]([CH:19]=[O:20])[n:15]([CH3:18])[c:16]4[n:17]2)[cH:27][cH:28][cH:29][cH:30]3)[CH2:2][CH2:3]1.[N+:37]([O-:38])([O-:39])=[O:40].[Na+:32].[OH-:31].[OH2:36]>>[CH:1]1([c:4]2[n:5][c:6]3[c:7]([n:8]2-[c:9]2[n:10][c:11]([N:21]4[CH2:22][CH2:23][O:24][CH2:25][CH2:26]4)[c:12]4[n:13][c:14]([C:19](=[O:20])[OH:31])[n:15]([CH3:18])[c:16]4[n:17]2)[cH:27][cH:28][cH:29][cH:30]3)[CH2:2][CH2:3]1.